From a dataset of the Open Reaction Database (ORD), a public repository of structured organic reaction records. describe an organic reaction: reactants, conditions, products, and yield Starting materials: O=C(CBr)c1ccc([N+](=O)[O-])cc1, O=C([O-])[O-], CCCC1(c2ccccc2)N=C(C)NC1=O, CC(C)=O, [K+], [K+]. Yields the product CCCC1(c2ccccc2)N=C(C)N(CC(=O)c2ccc([N+](=O)[O-])cc2)C1=O. As a reaction SMILES: [Br:17][CH2:18][C:19](=[O:20])[c:21]1[cH:22][cH:23][c:24]([N+:27](=[O:28])[O-:29])[cH:25][cH:26]1.[C:30](=[O:31])([O-:32])[O-:33].[CH3:1][C:2]1=[N:3][C:4]([CH2:8][CH2:9][CH3:10])([c:11]2[cH:12][cH:13][cH:14][cH:15][cH:16]2)[C:5](=[O:7])[NH:6]1.[CH3:36][C:37](=[O:38])[CH3:39].[K+:34].[K+:35]>>[CH3:1][C:2]1=[N:3][C:4]([CH2:8][CH2:9][CH3:10])([c:11]2[cH:12][cH:13][cH:14][cH:15][cH:16]2)[C:5](=[O:7])[N:6]1[CH2:18][C:19](=[O:20])[c:21]1[cH:22][cH:23][c:24]([N+:27](=[O:28])[O-:29])[cH:25][cH:26]1. Reactants: C(=O)(OC(C)(C)C)N1[C@@H](CCC1)COC=1C=NC(=C(C1)Br)Cl (3-(1-BOC-2-(S)-pyrrolidinylmethoxy)-5-bromo-6-chloropyridine), ClC1=CC=C(C=C1)B(O)O (4-chlorophenylboronic acid), Pd(0), C(=O)([O-])[O-].[Na+].[Na+] (Na2CO3), solution. The solvent is C1(=CC=CC=C1)C (toluene). The product is C(=O)(OC(C)(C)C)N1[C@@H](CCC1)COC=1C=NC(=C(C1)C1=CC=C(C=C1)Cl)Cl (3-(1-BOC-2-(S)-pyrrolidinylmethoxy)-6-Chloro-5-(4-chlorophenyl)pyridine). Isolated yield 26.0%. RXN SMILES: [C:1]([N:8]1[CH2:12][CH2:11][CH2:10][C@H:9]1[CH2:13][O:14][C:15]1[CH:16]=[N:17][C:18]([Cl:22])=[C:19](Br)[CH:20]=1)([O:3][C:4]([CH3:7])([CH3:6])[CH3:5])=[O:2].[Cl:23][C:24]1[CH:29]=[CH:28][C:27](B(O)O)=[CH:26][CH:25]=1.C([O-])([O-])=O.[Na+].[Na+]>C1(C)C=CC=CC=1>[C:1]([N:8]1[CH2:12][CH2:11][CH2:10][C@H:9]1[CH2:13][O:14][C:15]1[CH:16]=[N:17][C:18]([Cl:22])=[C:19]([C:27]2[CH:28]=[CH:29][C:24]([Cl:23])=[CH:25][CH:26]=2)[CH:20]=1)([O:3][C:4]([CH3:7])([CH3:6])[CH3:5])=[O:2] |f:2.3.4|. Procedure details: To a solution of 3-(1-BOC-2-(S)-pyrrolidinylmethoxy)-5-bromo-6-chloropyridine (1.64 g, 4.20 mmol) and 4-chlorophenylboronic acid (620 mg, 3.9 mmol.) in toluene (20 mL) was added Pd(0) (97 mg) and Na2CO3 (5 mL of a 2 M solution), and the mixture was heated at reflux for 16 h. The reaction mixture was quenched with saturated NaHCO3 solution and extracted with Et2O. The solvent was removed under vacuum, and the residue was chromatographed (silica gel; EtOAc/hexane, 1:4) to afford the title compound... The reactants are BrCC1CO1, CCO, COc1ccc(Cl)cc1C1=C(S)C(=O)NC2C=CC(C(F)(F)F)=CC12, [Na+], [OH-]. RXN SMILES: [Br:26][CH2:27][CH:28]1[CH2:29][O:30]1.[CH3:33][CH2:34][OH:35].[Cl:1][c:2]1[cH:3][cH:4][c:5]([O:24][CH3:25])[c:6]([C:8]2=[C:9]([SH:23])[C:10](=[O:22])[NH:11][CH:12]3[CH:13]=[CH:14][C:15]([C:18]([F:19])([F:20])[F:21])=[CH:16][CH:17]23)[cH:7]1.[Na+:32].[OH-:31]>>[Cl:1][c:2]1[cH:3][cH:4][c:5]([O:24][CH3:25])[c:6]([C:8]2=[C:9]([S:23][CH2:27][CH:28]3[CH2:29][O:30]3)[C:10](=[O:22])[NH:11][CH:12]3[CH:13]=[CH:14][C:15]([C:18]([F:19])([F:20])[F:21])=[CH:16][CH:17]23)[cH:7]1. Product: COc1ccc(Cl)cc1C1=C(SCC2CO2)C(=O)NC2C=CC(C(F)(F)F)=CC12. Starting materials: C(C)OC(=O)C1(CCNCC1)CCOC (4-(2-methoxy-ethyl)-piperidine-4-carboxylic acid ethyl ester), CC(CS(=O)(=O)Cl)C (2-methyl-propane-1-sulfonyl chloride), COCCCOC1=CC=C(C=C1)N (4-(3-methoxy-propoxy)-phenylamine). Product: COCCCOC1=CC=C(C=C1)N1C(C2(CC1)CCN(CC2)S(=O)(=O)CC(C)C)=O (2-[4-(3-Methoxy-propoxy)-phenyl]-8-(2-methyl-propane-1-sulfonyl)-2,8-diaza-spiro[4.5]decan-1-one). RXN SMILES: C(O[C:4]([C:6]1([CH2:12][CH2:13]OC)[CH2:11][CH2:10][NH:9][CH2:8][CH2:7]1)=[O:5])C.[CH3:16][CH:17]([CH3:23])[CH2:18][S:19](Cl)(=[O:21])=[O:20].[CH3:24][O:25][CH2:26][CH2:27][CH2:28][O:29][C:30]1[CH:35]=[CH:34][C:33]([NH2:36])=[CH:32][CH:31]=1>>[CH3:24][O:25][CH2:26][CH2:27][CH2:28][O:29][C:30]1[CH:31]=[CH:32][C:33]([N:36]2[CH2:13][CH2:12][C:6]3([CH2:7][CH2:8][N:9]([S:19]([CH2:18][CH:17]([CH3:23])[CH3:16])(=[O:21])=[O:20])[CH2:10][CH2:11]3)[C:4]2=[O:5])=[CH:34][CH:35]=1. Procedure details: Off-white solid. MS (ESI): 439.22 (MH+). This example was prepared in analogy to example 1 step C) to D) from 4-(2-methoxy-ethyl)-piperidine-4-carboxylic acid ethyl ester (example 1 step B)), 2-methyl-propane-1-sulfonyl chloride, 4-(3-methoxy-propoxy)-phenylamine. Starting materials: CN1CCC(CC1)=CC1=CC=C(C=C1)C(C)=O (1-[4-(1-methyl-piperidin-4-ylidenemethyl)-phenyl]-ethanone). Reagents/catalysts: [Pd] (Pd/C). The solvent is CCO (EtOH). Conditions: time 2 hour. The product is CN1CCC(CC1)CC1=CC=C(C=C1)C(C)=O (1-[4-(1-methyl-piperidin-4-ylmethyl)-phenyl]-ethanone). Yield: 105.2%. Reaction SMILES: [CH3:1][N:2]1[CH2:7][CH2:6][C:5](=[CH:8][C:9]2[CH:14]=[CH:13][C:12]([C:15](=[O:17])[CH3:16])=[CH:11][CH:10]=2)[CH2:4][CH2:3]1>CCO.[Pd]>[CH3:1][N:2]1[CH2:7][CH2:6][CH:5]([CH2:8][C:9]2[CH:10]=[CH:11][C:12]([C:15](=[O:17])[CH3:16])=[CH:13][CH:14]=2)[CH2:4][CH2:3]1. Reported procedure: 1-[4-(1-methyl-piperidin-4-ylidenemethyl)-phenyl]-ethanone (401 mg, 1.75 mmol) was dissolved in EtOH (20 ml) and 5% Pd/C (40 mg) was added to the resulting solution. The mixture was hydrogenated in a Parr apparatus at 40 psi for 2 h. The catalyst was then filtered and the solvent was removed in vacuo. The residue was taken up with DCM and treated with HCl/Et2O until reaching a pH value of 1. The solvent was removed in vacuo to give an oil which was allowed to crystallize. The solid was triturate... Procedure details: A solution of (1S,2R,3S,5R,6S)-2-azido-3-hydroxy-bicyclo [3.1.0] hexane-2,6-dicarboxylic acid 2-benzyl ester 6-ethyl ester (X-1) (50 mg, 0.145 mmol) in HOAc (4 mL) and H2O (1 mL) was hydrogenated in the presence of Pd/C (11 mg, 10% Pd/C) at 23° C. for 23 h. The catalyst was removed by filtration, the filter cake washed with 50% aqueous acetic acid. After removal of the solvent in vacuum, the beige residue was refluxed in 10% HCl (6.75 mL) for 4 h. The solution was cooled to 23° C., filtered, was... As a reaction SMILES: C([O:3][C:4]([C@@H:6]1[C@@H:11]2[C@H:7]1[CH2:8][C@H:9]([OH:25])[C@@:10]2([N:22]=[N+]=[N-])[C:12]([O:14]CC1C=CC=CC=1)=[O:13])=[O:5])C>CC(O)=O.O.[Pd]>[NH2:22][C@@:10]1([C:12]([OH:14])=[O:13])[C@@H:9]([OH:25])[CH2:8][C@@H:7]2[C@H:11]1[C@H:6]2[C:4]([OH:5])=[O:3]. Isolated yield 82.3%. Reagents/catalysts: [Pd] (Pd/C). The reactants are C(C)OC(=O)[C@H]1[C@@H]2C[C@@H]([C@]([C@H]12)(C(=O)OCC1=CC=CC=C1)N=[N+]=[N-])O ((1S,2R,3S,5R,6S)-2-azido-3-hydroxy-bicyclo [3.1.0] hexane-2,6-dicarboxylic acid 2-benzyl ester 6-ethyl ester). The solvent is CC(=O)O (HOAc), O (H2O). Reaction conditions: temperature 23 celsius. The product is N[C@@]1([C@@H]2[C@H]([C@@H]2C[C@@H]1O)C(=O)O)C(=O)O ((1S,2R,3S,5R,6S)-2-amino-3-hydroxy-bicyclo[3.1.0]hexane-2,6-dicarboxylic acid). Reaction SMILES: [CH3:29][CH2:30][OH:31].[CH:1]1([S:7](=[O:8])(=[O:9])[n:10]2[cH:11][c:12]([C:22]3=[CH:27][CH2:26][N:25]([CH3:28])[CH2:24][CH2:23]3)[c:13]3[cH:14][c:15]([N+:19]([O-:20])=[O:21])[cH:16][cH:17][c:18]23)[CH2:2][CH2:3][CH2:4][CH2:5][CH2:6]1>>[CH:1]1([S:7](=[O:8])(=[O:9])[n:10]2[cH:11][c:12]([C:22]3=[CH:27][CH2:26][N:25]([CH3:28])[CH2:24][CH2:23]3)[c:13]3[cH:14][c:15]([NH2:19])[cH:16][cH:17][c:18]23)[CH2:2][CH2:3][CH2:4][CH2:5][CH2:6]1. The product is CN1CC=C(c2cn(S(=O)(=O)C3CCCCC3)c3ccc(N)cc23)CC1. Starting materials: CCO, CN1CC=C(c2cn(S(=O)(=O)C3CCCCC3)c3ccc([N+](=O)[O-])cc23)CC1. The reactants are [Br-], [Br-], [Br-], CC(=O)c1cc(C(C)(C)C)cc(C(C)(C)O)c1, C1CCOC1, [Na+], O, O=C([O-])O, C[N+](C)(C)c1ccccc1, C[N+](C)(C)c1ccccc1, C[N+](C)(C)c1ccccc1. Product: CC(C)(C)c1cc(C(=O)CBr)cc(C(C)(C)O)c1. RXN SMILES: [Br-:18].[Br-:19].[Br-:20].[C:1]([CH3:2])([CH3:3])([CH3:4])[c:5]1[cH:6][c:7]([C:15]([CH3:16])=[O:17])[cH:8][c:9]([C:11]([CH3:12])([CH3:13])[OH:14])[cH:10]1.[CH2:57]1[O:58][CH2:59][CH2:60][CH2:61]1.[Na+:52].[OH2:51].[OH:53][C:54](=[O:55])[O-:56].[c:21]1([N+:22]([CH3:23])([CH3:24])[CH3:25])[cH:26][cH:27][cH:28][cH:29][cH:30]1.[c:31]1([N+:32]([CH3:33])([CH3:34])[CH3:35])[cH:36][cH:37][cH:38][cH:39][cH:40]1.[c:41]1([N+:42]([CH3:43])([CH3:44])[CH3:45])[cH:46][cH:47][cH:48][cH:49][cH:50]1>>[C:1]([CH3:2])([CH3:3])([CH3:4])[c:5]1[cH:6][c:7]([C:15]([CH2:16][Br:18])=[O:17])[cH:8][c:9]([C:11]([CH3:12])([CH3:13])[OH:14])[cH:10]1. Reactants: C1=CC2=C(C=CC(=C2)S(=O)(=O)O)C=C1N (Bronner acid), [OH-].[Na+] (sodium hydroxide), C(C)(=O)OC(C)=O (acetic anhydride). The product is 289, N(C(=O)C)C1=CC2=CC=C(C=C2C=C1)S(=O)(=O)O (2-acetaminonaphthalene-6-sulfonic acid). As a reaction SMILES: [OH-].[Na+].C(O[C:7](=[O:9])[CH3:8])(=O)C.[CH:10]1[C:23]([NH2:24])=[CH:22][C:13]2[CH:14]=[CH:15][C:16]([S:18]([OH:21])(=[O:20])=[O:19])=[CH:17][C:12]=2[CH:11]=1>>[NH:24]([C:23]1[CH:10]=[CH:11][C:12]2[C:13](=[CH:14][CH:15]=[C:16]([S:18]([OH:21])(=[O:19])=[O:20])[CH:17]=2)[CH:22]=1)[C:7]([CH3:8])=[O:9] |f:0.1|. Reported procedure: The suspension thus obtained [1.20 moles of 2-amino- naphthalene-6(8)-sulfonic acid, pH 0.8] is brought at 70° C. with 245 parts of 33% strength sodium hydroxide solution to pH 7.0 and has added to it 155 parts of acetic anhydride (1.5 moles) in the course of 15 minutes, during which the pH decreases to 3.0 and the Bronner acid goes into solution. The acetylation is quantitative. Salting out gives 289 parts of 2-acetaminonaphthalene-6-sulfonic acid calculated at 100% (1.09 moles which correspond...